This data is from the Open Reaction Database (ORD), a public repository of structured organic reaction records. The task is: describe an organic reaction: reactants, conditions, products, and yield Starting materials: CN(C(=O)[C@H]1N(C[C@@H](C1)OCC(=O)OCC)C(=O)OC(C)(C)C)C (tert-butyl (2S,4R)-2-[(dimethylamino)carbonyl]-4-(2-ethoxy-2-oxo ethoxy)pyrrolidine-1-carboxylate), [H-].[H-].[H-].[H-].[Li+].[Al+3] (LAH), O.O.O.O.O.O.O.O.O.O.[O-]S(=O)(=O)[O-].[Na+].[Na+] (sodium sulfate 10 hydrate). Solvent: C1CCOC1 (THF). Reaction conditions: temperature -10 celsius, time 1 hour. The product is CN(C(=O)[C@H]1N(C[C@@H](C1)OCCO)C(=O)OC(C)(C)C)C (tert-butyl (2S,4R)-2-[(dimethylamino)carbonyl]-4-(2-hydroxyethoxy)pyrrolidine-1-carboxylate). The yield is 115.0%. RXN SMILES: [CH3:1][N:2]([CH3:24])[C:3]([C@@H:5]1[CH2:9][C@@H:8]([O:10][CH2:11][C:12](OCC)=[O:13])[CH2:7][N:6]1[C:17]([O:19][C:20]([CH3:23])([CH3:22])[CH3:21])=[O:18])=[O:4].[H-].[H-].[H-].[H-].[Li+].[Al+3].O.O.O.O.O.O.O.O.O.O.[O-]S([O-])(=O)=O.[Na+].[Na+]>C1COCC1>[CH3:1][N:2]([CH3:24])[C:3]([C@@H:5]1[CH2:9][C@@H:8]([O:10][CH2:11][CH2:12][OH:13])[CH2:7][N:6]1[C:17]([O:19][C:20]([CH3:22])([CH3:21])[CH3:23])=[O:18])=[O:4] |f:1.2.3.4.5.6,7.8.9.10.11.12.13.14.15.16.17.18.19|. Procedure: Under nitrogen atmosphere, to a solution of 2.00 g of the compound obtained in Step 143-1 in THF (40 ml) was added 360 mg of LAH at −40° C., and the reaction mixture was stirred at −10° C. for one hour. To the solution was added sodium sulfate 10 hydrate and the reaction mixture was stirred at room temperature for one hour. The insoluble matter was filtered with celite, the solvent was evaporated under reduced pressure to obtain 2.02 g of the title compound. The reactants are CN(C)C=O, O=C1NC(=O)c2c1c(-c1ccccc1[N+](=O)[O-])cc1[nH]c3ccccc3c21, [Pd]. Product: Nc1ccccc1-c1cc2[nH]c3ccccc3c2c2c1C(=O)NC2=O. As a reaction SMILES: [CH3:28][N:29]([CH3:30])[CH:31]=[O:32].[N+:1]([O-:2])(=[O:3])[c:4]1[c:5](-[c:10]2[cH:11][c:12]3[nH:13][c:14]4[cH:15][cH:16][cH:17][cH:18][c:19]4[c:20]3[c:21]3[c:22]2[C:23](=[O:27])[NH:24][C:25]3=[O:26])[cH:6][cH:7][cH:8][cH:9]1.[Pd:33]>>[NH2:1][c:4]1[c:5](-[c:10]2[cH:11][c:12]3[nH:13][c:14]4[cH:15][cH:16][cH:17][cH:18][c:19]4[c:20]3[c:21]3[c:22]2[C:23](=[O:27])[NH:24][C:25]3=[O:26])[cH:6][cH:7][cH:8][cH:9]1. Starting materials: Cl (hydrochloric acid), COC1=CC=C(C(=O)C2=CC=C(C=C2)N(C)C)C=C1 (4-methoxy-4'-dimethylaminobenzophenone), O1CCCC1 (tetrahydrofurane), O (water). Run in C1(=CC=CC=C1)C (toluene). Reaction conditions: time 1 hour. Yields the product COC1=CC=C(C=C1)C(=C)C1=CC=C(C=C1)N(C)C (1-(p-methoxyphenyl)-1-(p-dimethylaminophenyl)ethylene). As a reaction SMILES: [CH3:1][O:2][C:3]1[CH:19]=[CH:18][C:6]([C:7]([C:9]2[CH:14]=[CH:13][C:12]([N:15]([CH3:17])[CH3:16])=[CH:11][CH:10]=2)=O)=[CH:5][CH:4]=1.O1CCC[CH2:21]1.O.Cl>C1(C)C=CC=CC=1>[CH3:1][O:2][C:3]1[CH:19]=[CH:18][C:6]([C:7]([C:9]2[CH:14]=[CH:13][C:12]([N:15]([CH3:17])[CH3:16])=[CH:11][CH:10]=2)=[CH2:21])=[CH:5][CH:4]=1. Procedure: Separately, a solution was prepared by mixing 18.2 g of 4-methoxy-4'-dimethylaminobenzophenone (melting at 126°-127° C.) and 100 ml of tetrahydrofurane, and the solution was slowly added to the liquid reaction mixture and the whole matter was stirred for one hour at a temperature of 40° to 50° C. Then the whole matter was mixed with 400 ml of water and 300 ml of toluene and after making the mixture weakly acidic by dilute hydrochloric acid, the acidified mixture was stirred for a whole at 80° C....